This data is from the Open Reaction Database (ORD), a public repository of structured organic reaction records. The task is: describe an organic reaction: reactants, conditions, products, and yield Starting materials: ( 97 ), C1(CCCC1)C(C#CC1=CC(=C(C(=C1)F)C1(CC1)C#N)F)(CC=1OC(OC(C1)=O)(C)C)O (1-{4-[3-Cyclopentyl-4-(2,2-dimethyl-6-oxo-6H-[1,3]dioxin-4-yl)-3-hydroxy-but-1-ynyl]-2,6-difluorophenyl}-cyclopropanecarbonitrile), C1(CCCC1)C(C#CC1=CC(=C(C=C1)C(C#N)(C)C)F)(CC1=CC(OC(O1)(C)C)=O)O (2{4-[3-cyclopentyl-4-(2,2-dimethyl-4-oxo-4H-1,3-dioxin-6-yl)-3-hydroxybut-1-ynyl]-2-fluorophenyl}-2-methylpropanenitrile). The product is C1(CCCC1)C1(OC(CC(C1)=O)=O)CCC1=CC(=C(C(=C1)F)C1(CC1)C#N)F (1-{4-[2-(2-Cyclopentyl-4,6-dioxo-tetrahydro-pyran-2-yl)-ethyl]-2,6-difluoro-phenyl}-cyclopropanecarbonitrile). As a reaction SMILES: [CH:1]1([C:6]([OH:32])([CH2:22][C:23]2[O:24]C(C)(C)[O:26][C:27](=O)[CH:28]=2)[C:7]#[C:8][C:9]2[CH:14]=[C:13]([F:15])[C:12]([C:16]3([C:19]#[N:20])[CH2:18][CH2:17]3)=[C:11]([F:21])[CH:10]=2)[CH2:5][CH2:4][CH2:3][CH2:2]1.C1(C(O)(CC2OC(C)(C)OC(=O)C=2)C#CC2C=CC(C(C)(C)C#N)=C(F)C=2)CCCC1>>[CH:1]1([C:6]2([CH2:7][CH2:8][C:9]3[CH:14]=[C:13]([F:15])[C:12]([C:16]4([C:19]#[N:20])[CH2:18][CH2:17]4)=[C:11]([F:21])[CH:10]=3)[CH2:22][C:23](=[O:24])[CH2:28][C:27](=[O:26])[O:32]2)[CH2:5][CH2:4][CH2:3][CH2:2]1. Procedure: The desired product was prepared analogously to step of example A (97), substituting 1-{4-[3-Cyclopentyl-4-(2,2-dimethyl-6-oxo-6H-[1,3]dioxin-4-yl)-3-hydroxy-but-1-ynyl]-2,6-difluorophenyl}-cyclopropanecarbonitrile (1.0 g, 2.66 mmol) from Step 2 below in place of 2{4-[3-cyclopentyl-4-(2,2-dimethyl-4-oxo-4H-1,3-dioxin-6-yl)-3-hydroxybut-1-ynyl]-2-fluorophenyl}-2-methylpropanenitrile. Yield: 0.43 g, 42%. δ: 1H NMR (CDCl3) δ: 1.35 (t, J=2.8 Hz, 2H), 1.56–1.73 (m, 10H), 1.92 (t, J=4.45 Hz, 2H), 2.21...